The task is: describe an organic reaction: reactants, conditions, products, and yield. This data is from the Open Reaction Database (ORD), a public repository of structured organic reaction records. Starting materials: CC(=O)Nn1cnnc1N(N=Cc1c(Cl)cccc1Cl)C(C)=O, COS(=O)(=O)OC, [Na+], [Na+], O=C([O-])[O-], O. Product: CC(=O)N(N=Cc1c(Cl)cccc1Cl)c1nncn1N(C)C(C)=O. RXN SMILES: [C:1]([CH3:2])(=[O:3])[NH:4][n:5]1[c:6]([N:10]([N:11]=[CH:12][c:13]2[c:14]([Cl:20])[cH:15][cH:16][cH:17][c:18]2[Cl:19])[C:21]([CH3:22])=[O:23])[n:7][n:8][cH:9]1.[CH3:30][O:31][S:32]([O:33][CH3:34])(=[O:35])=[O:36].[Na+:24].[Na+:25].[O-:26][C:27](=[O:28])[O-:29].[OH2:37]>>[C:1]([CH3:2])(=[O:3])[N:4]([n:5]1[c:6]([N:10]([N:11]=[CH:12][c:13]2[c:14]([Cl:20])[cH:15][cH:16][cH:17][c:18]2[Cl:19])[C:21]([CH3:22])=[O:23])[n:7][n:8][cH:9]1)[CH3:27]. The reactants are Cl (hydrochloric acid), C(CC#N)#N (malononitrile), ICCC(C(F)(F)F)(C(F)(F)F)F (1-iodo-3,4,4,4-tetrafluoro-3-trifluoromethylbutane), C([O-])([O-])=O.[K+].[K+] (potassium carbonate). Run in COCCOC (ethylene glycol dimethyl ether). Conditions: time 15 hour. Product: FC(CCC(C#N)(C#N)CCC(C(F)(F)F)(F)C(F)(F)F)(C(F)(F)F)C(F)(F)F (2,2-bis(3,4,4,4-tetrafluoro-3-trifluoromethylbutyl)malononitrile). The yield is 0.9%. Reaction SMILES: [C:1](#[N:5])[CH2:2][C:3]#[N:4].I[CH2:7][CH2:8][C:9]([F:18])([C:14]([F:17])([F:16])[F:15])[C:10]([F:13])([F:12])[F:11].C(=O)([O-])[O-].[K+].[K+].Cl>COCCOC>[F:18][C:9]([C:14]([F:17])([F:16])[F:15])([C:10]([F:13])([F:12])[F:11])[CH2:8][CH2:7][C:2]([CH2:7][CH2:8][C:9]([C:10]([F:11])([F:12])[F:13])([F:18])[C:14]([F:17])([F:16])[F:15])([C:1]#[N:5])[C:3]#[N:4] |f:2.3.4|. Procedure details: 0.66 g of malononitrile and 9.7 g of 1-iodo-3,4,4,4-tetrafluoro-3-trifluoromethylbutane were dissolved in 10 ml of ethylene glycol dimethyl ether, 4.1 g of potassium carbonate was added, and the mixture was stirred at room temperature for 15 hours. Thereafter, dilute hydrochloric acid was added to the reaction mixture, followed by extraction with methyl tert-butyl ether. The organic layer was washed successively with water, aqueous saturated sodium hydrogen carbonate and aqueous saturated sodium... The reactants are CCN(C(C)C)C(C)C (DIPEA), NC=1N=CC(=NC1C(=O)NN)C1=CC=C(C(=O)N(C)C)C=C1 (4-(5-amino-6-(hydrazinecarbonyl)pyrazin-2-yl)-N,N-dimethylbenzamide), ClC(Cl)(OC(OC(Cl)(Cl)Cl)=O)Cl (triphosgene). Solvent: C(Cl)Cl (DCM), C(Cl)Cl (DCM). Reaction conditions: time 2 hour. Yields the product NC=1N=CC(=NC1C=1OC(NN1)=O)C1=CC=C(C(=O)N(C)C)C=C1 (4-(5-amino-6-(5-oxo-4,5-dihydro-1,3,4-oxadiazol-2-yl)pyrazin-2-yl)-N,N-dimethylbenzamide). Isolated yield 98.0%. Reaction SMILES: CCN(C(C)C)C(C)C.[NH2:10][C:11]1[N:12]=[CH:13][C:14]([C:21]2[CH:31]=[CH:30][C:24]([C:25]([N:27]([CH3:29])[CH3:28])=[O:26])=[CH:23][CH:22]=2)=[N:15][C:16]=1[C:17]([NH:19][NH2:20])=[O:18].Cl[C:33](Cl)([O:35]C(=O)OC(Cl)(Cl)Cl)Cl>C(Cl)Cl>[NH2:10][C:11]1[N:12]=[CH:13][C:14]([C:21]2[CH:22]=[CH:23][C:24]([C:25]([N:27]([CH3:28])[CH3:29])=[O:26])=[CH:30][CH:31]=2)=[N:15][C:16]=1[C:17]1[O:18][C:33](=[O:35])[NH:20][N:19]=1. Procedure: DIPEA (86.08 mg, 116.0 μL, 0.6660 mmol) was added to a solution of 4-(5-amino-6-(hydrazinecarbonyl)pyrazin-2-yl)-N,N-dimethylbenzamide (100 mg, 0.3330 mmol) in DCM (6.500 mL) under nitrogen. A solution of triphosgene (39.53 mg, 0.1332 mmol) in DCM (100.0 μL) was then added dropwise to the stirred solution. The reaction mixture was stirred at room temperature for 2 h. The reaction mixture was filtered and the solid obtained dried under vacuum to yield the product (106. g mg, 98% yield); 1H NMR (4... Starting materials: CSC1=C2C=CC=CC2=CC=C1 (5-methylthionaphthalene), ClC=1C=C(C(=O)OO)C=CC1 (3-chloroperoxybenzoic acid), C(Cl)Cl (methylene chloride), S(=O)([O-])[O-].[Na+].[Na+] (sodium sulfite). The solvent is O (water). Reaction conditions: time 0.5 hour. The product is COC1=CC2=CC=C(C=C2C=C1)S(=O)(=O)C (2-methoxy-6-methylsulfonylnaphthalene). Yield: 80.0%. RXN SMILES: CS[C:3]1[CH:12]=[CH:11][CH:10]=[C:9]2[C:4]=1[CH:5]=[CH:6][CH:7]=[CH:8]2.ClC1C=C(C=CC=1)[C:17]([O:19]O)=O.[S:24]([O-:27])([O-])=[O:25].[Na+].[Na+].[CH2:30](Cl)Cl>O>[CH3:17][O:19][C:11]1[CH:12]=[CH:3][C:4]2[C:9](=[CH:8][CH:7]=[C:6]([S:24]([CH3:30])(=[O:27])=[O:25])[CH:5]=2)[CH:10]=1 |f:2.3.4|. Reported procedure: To a solution of 2-methoxy-(5-methylthionaphthalene (1.0 g, 4.9 mmol), [prepared as described in Step 1], in methylene chloride (50 ml) was added 3-chloroperoxybenzoic acid (3.5 g, 10.3 mmol, 50-60%) portionwise. After 0.5 h, the reaction mixture was cooled in an ice bath, sodium sulfite (0.53 g, 4.2 mmol) was added and the stirring was continued for another 20 minutes. The reaction mixture was then poured in water and the organic layer was separated and dried over sodium sulfate. The solvent wa...